The task is: describe an organic reaction: reactants, conditions, products, and yield. This data is from the Open Reaction Database (ORD), a public repository of structured organic reaction records. RXN SMILES: [Cl:1][c:2]1[n:3][c:4](=[O:18])[n:5]2[c:6]([cH:17]1)-[c:7]1[cH:8][cH:9][c:10]([O:15][CH3:16])[cH:11][c:12]1[CH2:13][CH2:14]2.[ClH:27].[N:19]1([CH2:24][CH2:25][NH2:26])[CH2:20][CH2:21][CH2:22][CH2:23]1>>[c:2]1([NH:26][CH2:25][CH2:24][N:19]2[CH2:20][CH2:21][CH2:22][CH2:23]2)[n:3][c:4](=[O:18])[n:5]2[c:6]([cH:17]1)-[c:7]1[cH:8][cH:9][c:10]([O:15][CH3:16])[cH:11][c:12]1[CH2:13][CH2:14]2. Product: COc1ccc2c(c1)CCn1c-2cc(NCCN2CCCC2)nc1=O. Reactants: COc1ccc2c(c1)CCn1c-2cc(Cl)nc1=O, Cl, NCCN1CCCC1. Reactants: COc1ccc(C2CC(=O)N(c3cccc(C(N)=O)c3)C2)c(OCc2ccccc2)c1, CCO, CCOC(C)=O. Yields the product COc1ccc(C2CC(=O)N(c3cccc(C(N)=O)c3)C2)c(O)c1. RXN SMILES: [CH2:1]([c:2]1[cH:3][cH:4][cH:5][cH:6][cH:7]1)[O:8][c:9]1[c:10]([CH:17]2[CH2:18][C:19](=[O:31])[N:20]([c:22]3[cH:23][c:24]([C:25](=[O:26])[NH2:27])[cH:28][cH:29][cH:30]3)[CH2:21]2)[cH:11][cH:12][c:13]([O:15][CH3:16])[cH:14]1.[CH3:32][CH2:33][OH:34].[CH3:35][CH2:36][O:37][C:38]([CH3:39])=[O:40]>>[OH:8][c:9]1[c:10]([CH:17]2[CH2:18][C:19](=[O:31])[N:20]([c:22]3[cH:23][c:24]([C:25](=[O:26])[NH2:27])[cH:28][cH:29][cH:30]3)[CH2:21]2)[cH:11][cH:12][c:13]([O:15][CH3:16])[cH:14]1.